The task is: describe an organic reaction: reactants, conditions, products, and yield. This data is from the Open Reaction Database (ORD), a public repository of structured organic reaction records. The reactants are CNc1cc(N2CCC(c3ccccc3)CC2)nc(C)n1, CI, C1COCCO1. Product: CNc1cc(N2CCC(c3ccccc3)CC2)nc(C)[n+]1C, [I-]. As a reaction SMILES: [CH3:1][c:2]1[n:3][c:4]([NH:20][CH3:21])[cH:5][c:6]([N:8]2[CH2:9][CH2:10][CH:11]([c:14]3[cH:15][cH:16][cH:17][cH:18][cH:19]3)[CH2:12][CH2:13]2)[n:7]1.[CH3:22][I:23].[O:24]1[CH2:25][CH2:26][O:27][CH2:28][CH2:29]1>>[CH3:1][c:2]1[n+:3]([CH3:22])[c:4]([NH:20][CH3:21])[cH:5][c:6]([N:8]2[CH2:9][CH2:10][CH:11]([c:14]3[cH:15][cH:16][cH:17][cH:18][cH:19]3)[CH2:12][CH2:13]2)[n:7]1.[I-:23]. Starting materials: Cl.Cl.ClC=1C=NC=2NC=3C=CC=C(CCC4=C(C=CC(NC1N2)=C4)N)C3 (6-chloro-2,4,8,22-tetraazatetracyclo[14.3.1.1(3,7).1(9,13)]docosa-1(20),3(22),4,6,9(21),10,12,16,18-nonaen-12-amine dihydrochloride), ClC1=C(C(=O)Cl)C=CC=C1 (2-chlorobenzoyl chloride). Product: Cl.ClC1=C(C(=O)NC=2C=CC=3NC4=C(C=NC(NC=5C=CC=C(CCC2C3)C5)=N4)Cl)C=CC=C1 (2-Chloro-N-[6-chloro-2,4,8,22-tetraazatetracyclo[14.3.1.1(3,7).1(9,13)]docosa-1(20),3(22),4,6,9(21),10,12,16,18-nonaen-12-yl]benzamide hydrochloride). Yield: 24.0%. Reaction SMILES: Cl.Cl.[Cl:3][C:4]1[CH:5]=[N:6][C:7]2[NH:8][C:9]3[CH:10]=[CH:11][CH:12]=[C:13]([CH:26]=3)[CH2:14][CH2:15][C:16]3[CH:24]=[C:20]([NH:21][C:22]=1[N:23]=2)[CH:19]=[CH:18][C:17]=3[NH2:25].[Cl:27][C:28]1[CH:36]=[CH:35][CH:34]=[CH:33][C:29]=1[C:30](Cl)=[O:31]>>[ClH:3].[Cl:27][C:28]1[CH:36]=[CH:35][CH:34]=[CH:33][C:29]=1[C:30]([NH:25][C:17]1[CH:18]=[CH:19][C:20]2[NH:21][C:22]3[N:23]=[C:7]([NH:8][C:9]4[CH:10]=[CH:11][CH:12]=[C:13]([CH:26]=4)[CH2:14][CH2:15][C:16]=1[CH:24]=2)[N:6]=[CH:5][C:4]=3[Cl:3])=[O:31] |f:0.1.2,4.5|. Procedure details: The desired compound was prepared according to the procedure of Example B26, using 6-chloro-2,4,8,22-tetraazatetracyclo[14.3.1.1(3,7).1(9,13)]docosa-1(20),3(22),4,6,9(21),10,12,16,18-nonaen-12-amine dihydrochloride and 2-chlorobenzoyl chloride as the starting materials in 24% yield. LCMS for C25H20Cl2N5O (M+H)+: m/z=476.2. Reactants: CC(C)(C)OC(=O)CNCCCCl, CCOC(=O)c1ccc2oc(S)nc2c1, CCOC(C)=O, [H-], [Na+], CN(C)C=O. Product: CCOC(=O)c1ccc2oc(SCCCNCC(=O)OC(C)(C)C)nc2c1. Reaction SMILES: [C:18]([CH3:19])([CH3:20])([CH3:21])[O:22][C:23](=[O:24])[CH2:25][NH:26][CH2:27][CH2:28][CH2:29][Cl:30].[CH2:1]([CH3:2])[O:3][C:4](=[O:5])[c:6]1[cH:7][cH:8][c:9]2[c:10]([n:11][c:12]([SH:14])[o:13]2)[cH:15]1.[CH3:31][CH2:32][O:33][C:34](=[O:35])[CH3:36].[H-:16].[Na+:17].[O:37]=[CH:38][N:39]([CH3:40])[CH3:41]>>[CH2:1]([CH3:2])[O:3][C:4](=[O:5])[c:6]1[cH:7][cH:8][c:9]2[c:10]([n:11][c:12]([S:14][CH2:29][CH2:28][CH2:27][NH:26][CH2:25][C:23]([O:22][C:18]([CH3:19])([CH3:20])[CH3:21])=[O:24])[o:13]2)[cH:15]1. Reactants: C(C)(=O)O.C(=N)N (Formamidine acetate), COCCO (ethylene glycol monomethyl ether), NC1=C(C=CC=C1)NC1=CC(=C(C(=O)OC(C)(C)C)C=C1)NC1=CC=C(C=C1)F (tert-butyl 4-((2-aminophenyl)amino)-2-(4-fluoroanilino)benzoate), C(C)(=O)OCC (ethyl acetate). The solvent is O (water). Reaction conditions: temperature 80 celsius, time 6 hour. Yields the product N1(C=NC2=C1C=CC=C2)C2=CC(=C(C(=O)OC(C)(C)C)C=C2)NC2=CC=C(C=C2)F (tert-butyl 4-(1H-benzimidazol-1-yl)-2-(4-fluoroanilino)benzoate). The yield is 104.0%. Reaction SMILES: [C:1](O)(=O)C.C(N)=N.COCCO.[NH2:13][C:14]1[CH:19]=[CH:18][CH:17]=[CH:16][C:15]=1[NH:20][C:21]1[CH:33]=[CH:32][C:24]([C:25]([O:27][C:28]([CH3:31])([CH3:30])[CH3:29])=[O:26])=[C:23]([NH:34][C:35]2[CH:40]=[CH:39][C:38]([F:41])=[CH:37][CH:36]=2)[CH:22]=1.C(OCC)(=O)C>O>[N:20]1([C:21]2[CH:33]=[CH:32][C:24]([C:25]([O:27][C:28]([CH3:31])([CH3:30])[CH3:29])=[O:26])=[C:23]([NH:34][C:35]3[CH:36]=[CH:37][C:38]([F:41])=[CH:39][CH:40]=3)[CH:22]=2)[C:15]2[CH:16]=[CH:17][CH:18]=[CH:19][C:14]=2[N:13]=[CH:1]1 |f:0.1|. Procedure: Formamidine acetate 0.10 g was added to ethylene glycol monomethyl ether 3.0 mL solution of tert-butyl 4-((2-aminophenyl)amino)-2-(4-fluoroanilino)benzoate 0.15 g at room temperature, and it was stirred at 80° C. for 6 hours. After the reaction mixture was cooled to room temperature, and ethyl acetate and water were added to it. The organic layer was separated and collected,dried over anhydrous magnesium sulfate after sequential washing with saturated sodium hydrogen carbonate aqueous solution a... Reactants: Cl.O1CC(CC1)NN (3-tetrahydrofuranylhydrazine hydrochloride), C[O-].[Na+] (sodium methoxide), C(C)OC(C)=C(C#N)C#N (1-ethoxyethylidene malononitrile). Solvent: C(C)O (ethanol). Reaction conditions: time 21 hour. Yields the product O1CC(CC1)N1N=C(C(=C1N)C#N)C (1-(3-tetrahydrofuranyl)-3-methyl-5-amino-1H-pyrazole-4-carbonitrile). The yield is 54.3%. RXN SMILES: Cl.[O:2]1[CH2:6][CH2:5][CH:4]([NH:7][NH2:8])[CH2:3]1.C[O-].[Na+].C(O[C:15](=[C:17]([C:20]#[N:21])[C:18]#[N:19])[CH3:16])C>C(O)C>[O:2]1[CH2:6][CH2:5][CH:4]([N:7]2[C:20]([NH2:21])=[C:17]([C:18]#[N:19])[C:15]([CH3:16])=[N:8]2)[CH2:3]1 |f:0.1,2.3|. Procedure details: A mixture of 3-tetrahydrofuranylhydrazine hydrochloride (6.2 g, 0.045 mol), sodium methoxide (2.4 g, 0.045 mol) and ethanol (70 ml) was refluxed under argon for 10 minutes. The reaction mixture was cooled to room temperature and 1-ethoxyethylidene malononitrile (6.1 g, 0.045 mol) was added. The reaction mixture was heated to reflux and stirred for 21 hours. The reaction was cooled and the solvent was removed in vacuo. The residue was recrystallized from water to afford 4.7 g (54%) of 1-(3-tetrah... Reactants: C1(=CC=CC=C1)B(O)O (phenylboronic acid), C([O-])([O-])=O.[Na+].[Na+] (Sodium carbonate), FC1=C(N)C(=C(C(=C1F)Br)F)F (2,3,5,6-Tetrafluoro-4-bromoaniline), tetrakistriphenylphosphine palladium(0). Run in C1=CC=CC=C1 (benzene), C(C)O (ethanol). Product: FC1=C(N)C(=C(C(=C1F)C1=CC=CC=C1)F)F (2,3,5,6-tetrafluoro-4-phenylaniline). RXN SMILES: [F:1][C:2]1[C:8]([F:9])=[C:7](Br)[C:6]([F:11])=[C:5]([F:12])[C:3]=1[NH2:4].[C:13]1(B(O)O)[CH:18]=[CH:17][CH:16]=[CH:15][CH:14]=1.C(=O)([O-])[O-].[Na+].[Na+]>C1C=CC=CC=1.C(O)C>[F:1][C:2]1[C:8]([F:9])=[C:7]([C:13]2[CH:18]=[CH:17][CH:16]=[CH:15][CH:14]=2)[C:6]([F:11])=[C:5]([F:12])[C:3]=1[NH2:4] |f:2.3.4|. Procedure: 2,3,5,6-Tetrafluoro-4-bromoaniline (13.8 g, 56.7 mmol) is dissolved in benzene (200 mL) and treated with 1.5 equivalents of phenylboronic acid (10.4 g, 85.1 mmol) and a catalytic amount of tetrakistriphenylphosphine palladium(0) (4.2 g, 3.6 mmol) as a solution in ethanol (30 mL). Sodium carbonate (60 mL of 2 M aqueous solution) is added and the reaction mixture stirred and heated to reflux temperature for 24 hours. After cooling to room temperature the mixture is partitioned between Et2O (500 mL... The reactants are CN1CCN(CCO)CC1, O=C(Cl)Oc1ccc([N+](=O)[O-])cc1, ClCCl. Product: CN1CCN(CCOC(=O)Oc2ccc([N+](=O)[O-])cc2)CC1. RXN SMILES: [CH3:14][N:15]1[CH2:16][CH2:17][N:18]([CH2:21][CH2:22][OH:23])[CH2:19][CH2:20]1.[Cl:1][C:2](=[O:3])[O:4][c:5]1[cH:6][cH:7][c:8]([N+:11](=[O:12])[O-:13])[cH:9][cH:10]1.[Cl:24][CH2:25][Cl:26]>>[C:2](=[O:3])([O:4][c:5]1[cH:6][cH:7][c:8]([N+:11](=[O:12])[O-:13])[cH:9][cH:10]1)[O:23][CH2:22][CH2:21][N:18]1[CH2:17][CH2:16][N:15]([CH3:14])[CH2:20][CH2:19]1. The reactants are COc1cccc(CCC(O)CO[Si](C)(C)C(C)(C)C)c1O, Cc1ccccc1, CCOC(=O)N=NC(=O)OCC, c1ccc(P(c2ccccc2)c2ccccc2)cc1. Yields the product COc1cccc2c1OC(CO[Si](C)(C)C(C)(C)C)CC2. Reaction SMILES: [C:1]([CH3:2])([CH3:3])([CH3:4])[Si:5]([O:6][CH2:7][CH:8]([CH2:9][CH2:10][c:11]1[c:12]([OH:19])[c:13]([O:17][CH3:18])[cH:14][cH:15][cH:16]1)[OH:20])([CH3:21])[CH3:22].[CH3:54][c:55]1[cH:56][cH:57][cH:58][cH:59][cH:60]1.[O:42]=[C:43]([O:44][CH2:45][CH3:46])[N:47]=[N:48][C:49]([O:50][CH2:51][CH3:52])=[O:53].[c:23]1([P:24]([c:25]2[cH:26][cH:27][cH:28][cH:29][cH:30]2)[c:31]2[cH:32][cH:33][cH:34][cH:35][cH:36]2)[cH:37][cH:38][cH:39][cH:40][cH:41]1>>[C:1]([CH3:2])([CH3:3])([CH3:4])[Si:5]([O:6][CH2:7][CH:8]1[CH2:9][CH2:10][c:11]2[c:12]([c:13]([O:17][CH3:18])[cH:14][cH:15][cH:16]2)[O:20]1)([CH3:21])[CH3:22].